From a dataset of the Open Reaction Database (ORD), a public repository of structured organic reaction records. describe an organic reaction: reactants, conditions, products, and yield Reactants: [BH4-].[Na+] (Sodium tetrahydroborate), BrC=1C(=C(C=C(C1C)Cl)C(C)=O)OCC (1-(3-bromo-5-chloro-2-ethoxy-4-methylphenyl)ethanone). The solvent is CO (methanol). Reaction conditions: time 1 hour. Yields the product BrC=1C(=C(C=C(C1C)Cl)C(C)O)OCC (1-(3-Bromo-5-chloro-2-ethoxy-4-methylphenyl)ethanol). RXN SMILES: [BH4-].[Na+].[Br:3][C:4]1[C:5]([O:15][CH2:16][CH3:17])=[C:6]([C:12](=[O:14])[CH3:13])[CH:7]=[C:8]([Cl:11])[C:9]=1[CH3:10]>CO>[Br:3][C:4]1[C:5]([O:15][CH2:16][CH3:17])=[C:6]([CH:12]([OH:14])[CH3:13])[CH:7]=[C:8]([Cl:11])[C:9]=1[CH3:10] |f:0.1|. Procedure: Sodium tetrahydroborate (0.31 g, 8.1 mmol) was added to a mixture of 1-(3-bromo-5-chloro-2-ethoxy-4-methylphenyl)ethanone (1.5 g, 5.4 mmol) in methanol (25 mL) at 0° C. and the resultant reaction mixture was stirred at room temperature for 1 hour. The solvent was removed and the resulting residue was diluted with ethyl acetate, washed with sat. NaHCO3, water, brine, then dried over Na2SO4, filtered and concentrated. The crude product was purified by silica gel chromatography, eluting with 0 to 3...